This data is from the Open Reaction Database (ORD), a public repository of structured organic reaction records. The task is: describe an organic reaction: reactants, conditions, products, and yield Starting materials: COC1=C(C(=O)OC)C=CC(=C1)C(=O)N1CCCCC2=C1C=CC=C2 (methyl 2-methoxy-4-(2,3,4,5-tetrahydro-1H-1-benzazepin-1-yl)carbonylbenzoate), Cl (hydrochloric acid). Run in CO (methanol), [OH-].[Na+] (sodium hydroxide). Reaction conditions: temperature 60 celsius, time 2 hour. Yields the product COC1=C(C(=O)O)C=CC(=C1)C(=O)N1CCCCC2=C1C=CC=C2 (2-methoxy-4-(2,3,4,5-tetrahydro-1H-1-benzazepin-1-yl)carbonylbenzoic acid). Isolated yield 95.0%. As a reaction SMILES: [CH3:1][O:2][C:3]1[CH:12]=[C:11]([C:13]([N:15]2[C:21]3[CH:22]=[CH:23][CH:24]=[CH:25][C:20]=3[CH2:19][CH2:18][CH2:17][CH2:16]2)=[O:14])[CH:10]=[CH:9][C:4]=1[C:5]([O:7]C)=[O:6].Cl>CO.[OH-].[Na+]>[CH3:1][O:2][C:3]1[CH:12]=[C:11]([C:13]([N:15]2[C:21]3[CH:22]=[CH:23][CH:24]=[CH:25][C:20]=3[CH2:19][CH2:18][CH2:17][CH2:16]2)=[O:14])[CH:10]=[CH:9][C:4]=1[C:5]([OH:7])=[O:6] |f:3.4|. Reported procedure: A solution of methyl 2-methoxy-4-(2,3,4,5-tetrahydro-1H-1-benzazepin-1-yl)carbonylbenzoate (450 mg) in a mixture of methanol (15 ml) and 1 N aqueous sodium hydroxide (3 ml) was stirred at 60° C. for 2 hours and the solution was cooled to room temperature. The solution was adjusted to pH 2-3 with 1N hydrochloric acid and extracted with chloroform. The organic layer was washed with water and brine and dried over magnesium sulfate. The solvent was evaporated in vacuo and the residue was solidified ... Starting materials: [Al+3], CCS, ClCCl, COc1ccccc1NC(=O)C(F)(F)C(O)(Cn1cncn1)c1ccc(F)cc1F, [Cl-], [Cl-], [Cl-]. Yields the product O=C(Nc1ccccc1O)C(F)(F)C(O)(Cn1cncn1)c1ccc(F)cc1F. Reaction SMILES: [Al+3:35].[CH2:31]([SH:32])[CH3:33].[CH2:38]([Cl:39])[Cl:40].[CH3:1][O:2][c:3]1[c:4]([NH:9][C:10]([C:11]([C:12]([CH2:13][n:14]2[n:15][cH:16][n:17][cH:18]2)([OH:19])[c:20]2[c:21]([F:27])[cH:22][c:23]([F:26])[cH:24][cH:25]2)([F:28])[F:29])=[O:30])[cH:5][cH:6][cH:7][cH:8]1.[Cl-:34].[Cl-:36].[Cl-:37]>>[OH:2][c:3]1[c:4]([NH:9][C:10]([C:11]([C:12]([CH2:13][n:14]2[n:15][cH:16][n:17][cH:18]2)([OH:19])[c:20]2[c:21]([F:27])[cH:22][c:23]([F:26])[cH:24][cH:25]2)([F:28])[F:29])=[O:30])[cH:5][cH:6][cH:7][cH:8]1.